Dataset: the Open Reaction Database (ORD), a public repository of structured organic reaction records. Task: describe an organic reaction: reactants, conditions, products, and yield Starting materials: N1(CCCC1)C[C@H]1CCC[C@@H](N1)C(=O)OC (trans-Methyl 6-(1-pyrrolidinylmethyl)-2-piperidinecarboxylate), C([O-])([O-])=O.[Na+].[Na+] (sodium carbonate), ClC=1C=C(C=CC1Cl)CC(=O)O (3,4-dichlorophenylacetic acid), C(=O)(N1C=NC=C1)N1C=NC=C1 (carbonyldiimidazole). Run in ClCCl (dichloromethane), ClCCl (dichloromethane). Conditions: time 1 hour. Yields the product C(\C=C/C(=O)O)(=O)O.ClC=1C=C(C=CC1Cl)CC(=O)N1[C@H](CCC[C@@H]1CN1CCCC1)C(=O)OC (trans-Methyl 1-[(3,4-dichlorophenyl)acetyl]-6-(1-pyrrolidinylmethyl)-2-piperidinecarboxylate maleate). Reaction SMILES: [Cl:1][C:2]1[CH:3]=[C:4]([CH2:9][C:10]([OH:12])=[O:11])[CH:5]=[CH:6][C:7]=1[Cl:8].C(N1C=CN=C1)(N1C=CN=C1)=O.[N:25]1([CH2:30][C@@H:31]2[NH:36][C@@H:35]([C:37]([O:39][CH3:40])=[O:38])[CH2:34][CH2:33][CH2:32]2)[CH2:29][CH2:28][CH2:27][CH2:26]1.[C:41](=[O:44])([O-:43])[O-].[Na+].[Na+]>ClCCl>[C:10]([OH:12])(=[O:11])/[CH:9]=[CH:4]\[C:41]([OH:43])=[O:44].[Cl:1][C:2]1[CH:3]=[C:4]([CH2:9][C:10]([N:36]2[C@@H:31]([CH2:30][N:25]3[CH2:26][CH2:27][CH2:28][CH2:29]3)[CH2:32][CH2:33][CH2:34][C@@H:35]2[C:37]([O:39][CH3:40])=[O:38])=[O:12])[CH:5]=[CH:6][C:7]=1[Cl:8] |f:3.4.5,7.8|. Procedure: A mixture of 3,4-dichlorophenylacetic acid (0.325 g) and carbonyldiimidazole (0.26 g) in dry dichloromethane (10 ml) was stirred at ambient temperature for 1 h. A solution of the product of stage (ii) (0.30 g) in dry dichloromethane (10 ml) was added and the mixture was stirred at ambient temperature for 2 days. The reaction mixture was poured into 2M sodium carbonate solution (50 ml) and extracted with dichloromethane (250 ml). The organic extract was washed with 2M sodium carbonate solution (3... The reactants are Nc1nc(Cl)nc2c1ncn2Cc1ccccc1, CCCOc1nc(N)c2ncn(Cc3ccccc3)c2n1, CCCO, CCO, Cl. The product is Clc1nc(Cl)c2ncn(Cc3ccccc3)c2n1. RXN SMILES: [CH2:1]([c:2]1[cH:3][cH:4][cH:5][cH:6][cH:7]1)[n:8]1[c:9]2[n:10][c:11]([Cl:18])[n:12][c:13]([NH2:17])[c:14]2[n:15][cH:16]1.[CH2:23]([n:24]1[cH:25][n:26][c:27]2[c:28]1[n:29][c:30]([O:31][CH2:32][CH2:33][CH3:34])[n:35][c:36]2[NH2:37])[c:38]1[cH:39][cH:40][cH:41][cH:42][cH:43]1.[CH2:44]([OH:45])[CH2:46][CH3:47].[CH3:20][CH2:21][OH:22].[ClH:19]>>[CH2:1]([c:2]1[cH:3][cH:4][cH:5][cH:6][cH:7]1)[n:8]1[c:9]2[n:10][c:11]([Cl:18])[n:12][c:13]([Cl:19])[c:14]2[n:15][cH:16]1. Reactants: C(C1=CC=CC=C1)OC(=O)N1C(CCC1)C(=O)O ((±)-N-benzyloxycarbonyl-2-pyrrolidine carboxylic acid), C(O)([O-])=O.[K+] (potassium hydrogen carbonate), CI (methyl iodide). The solvent is CN(C=O)C (N,N-dimethylformamide), O (water). Run at time 15 hour. The product is COC(=O)C1N(CCC1)C(=O)OCC1=CC=CC=C1 ((±)-N-benzyloxycarbonyl-2-pyrrolidine carboxylic acid methyl ester). Isolated yield 87.1%. As a reaction SMILES: [CH2:1]([O:8][C:9]([N:11]1[CH2:15][CH2:14][CH2:13][CH:12]1[C:16]([OH:18])=[O:17])=[O:10])[C:2]1[CH:7]=[CH:6][CH:5]=[CH:4][CH:3]=1.[C:19](=O)([O-])O.[K+].CI>CN(C)C=O.O>[CH3:19][O:17][C:16]([CH:12]1[CH2:13][CH2:14][CH2:15][N:11]1[C:9]([O:8][CH2:1][C:2]1[CH:3]=[CH:4][CH:5]=[CH:6][CH:7]=1)=[O:10])=[O:18] |f:1.2|. Reported procedure: To a solution of 28.83 g of (±)-N-benzyloxycarbonyl-2-pyrrolidine carboxylic acid in 180 ml of N,N-dimethylformamide, 23.23 g of potassium hydrogen carbonate and 10.8 ml of methyl iodide were added. After stirring at room temperature for 15 hours, the reaction solution was diluted with water and then extracted twice with diethyl ether. After the extract was washed with an aqueous 5% sodium hydrogen sulfite solution and water and dried over anhydrous magnesium sulfate, the solvent was evaporated ... Reactants: solid, BrC=1C=CC2=C(N(C=N2)C2=CC=C(C=C2)Cl)C1 (6-bromo-1-(4-chloro-phenyl)-1H-benzo[d]imidazole), BrC=1C=CC2=C(N(C=N2)C2=CC=C(C=C2)Cl)C1 (6-bromo-1-(4-chloro-phenyl)-1H-benzo[d]imidazole), ClC1=CC=C(C=C1)N1N=CC=C1B(O)O (1-(4-chloro-phenyl)-1H-pyrazol-5-ylboronic acid), ClC1=CC=C(C=C1)N1N=CC=C1B(O)O (1-(4-chloro-phenyl)-1H-pyrazol-5-ylboronic acid). The product is ClC1=CC=C(C=C1)N1C=NC2=C1C=C(C=C2)C=2N(N=CC2)C2=CC=C(C=C2)Cl (1-(4-Chloro-phenyl)-6-[2-(4-chloro-phenyl)-2H-pyrazol-3-yl]-1H-benzoimidazole). RXN SMILES: Br[C:2]1[CH:3]=[CH:4][C:5]2[N:9]=[CH:8][N:7]([C:10]3[CH:15]=[CH:14][C:13]([Cl:16])=[CH:12][CH:11]=3)[C:6]=2[CH:17]=1.[Cl:18][C:19]1[CH:24]=[CH:23][C:22]([N:25]2[C:29](B(O)O)=[CH:28][CH:27]=[N:26]2)=[CH:21][CH:20]=1>>[Cl:16][C:13]1[CH:14]=[CH:15][C:10]([N:7]2[C:6]3[CH:17]=[C:2]([C:29]4[N:25]([C:22]5[CH:23]=[CH:24][C:19]([Cl:18])=[CH:20][CH:21]=5)[N:26]=[CH:27][CH:28]=4)[CH:3]=[CH:4][C:5]=3[N:9]=[CH:8]2)=[CH:11][CH:12]=1. Procedure details: The title compound, light brown solid (29 mg, 22%), MS (ISP) m/z=405.4 [(M+H)+], mp 182° C., was prepared in accordance with the general method of example 1 from 6-bromo-1-(4-chloro-phenyl)-1H-benzo[d]imidazole (intermediate H) (100 mg, 325 μmol) and 1-(4-chloro-phenyl)-1H-pyrazol-5-ylboronic acid (intermediate D) (79.6 mg, 358 μmol). The reactants are CO, [H][H], O=[N+]([O-])c1cc(C(F)(F)F)cnc1O. The product is Nc1cc(C(F)(F)F)cnc1O. RXN SMILES: [CH3:17][OH:18].[H:15][H:16].[OH:1][c:2]1[n:3][cH:4][c:5]([C:11]([F:12])([F:13])[F:14])[cH:6][c:7]1[N+:8]([O-:9])=[O:10]>>[OH:1][c:2]1[n:3][cH:4][c:5]([C:11]([F:12])([F:13])[F:14])[cH:6][c:7]1[NH2:8]. The reactants are CCON, ClCCl, Cl, CC(=O)c1ccc2nnc(C3(c4ccc5ncccc5c4)CC3)n2n1. Product: CCON=C(C)c1ccc2nnc(C3(c4ccc5ncccc5c4)CC3)n2n1. As a reaction SMILES: [CH2:27]([CH3:28])[O:29][NH2:30].[Cl:31][CH2:32][Cl:33].[ClH:26].[n:1]1[cH:2][cH:3][cH:4][c:5]2[cH:6][c:7]([C:11]3([c:14]4[n:15][n:16][c:17]5[n:18]4[n:19][c:20]([C:23]([CH3:24])=[O:25])[cH:21][cH:22]5)[CH2:12][CH2:13]3)[cH:8][cH:9][c:10]12>>[n:1]1[cH:2][cH:3][cH:4][c:5]2[cH:6][c:7]([C:11]3([c:14]4[n:15][n:16][c:17]5[n:18]4[n:19][c:20]([C:23]([CH3:24])=[N:30][O:29][CH2:27][CH3:28])[cH:21][cH:22]5)[CH2:12][CH2:13]3)[cH:8][cH:9][c:10]12.